Dataset: the Open Reaction Database (ORD), a public repository of structured organic reaction records. Task: describe an organic reaction: reactants, conditions, products, and yield Starting materials: NC(C(O)C=1C=NC(=CC1)F)CC1=CC(=CC=C1)OC(C(F)F)(F)F ((1RS,2SR)-2-amino-1-(6-fluoropyridin-3-yl)-3-(3-(1,1,2,2-tetrafluoroethoxy)phenyl)-1-propanol), C=1(C=CC=C2C1C=CCCC2)C(=O)O (6,7-dihydro-5H-benzo[a]cycloheptene-1-carboxylic acid), Cl.C(C)N=C=NCCCN(C)C (1-ethyl-3-(3-dimethylaminopropyl)carbodiimide hydrochloride), ON1N=NC2=C1C=CC=C2 (1-hydroxy-1H-benzotriazole). The solvent is O (water), C(C)#N (acetonitrile). Conditions: time 8 hour. Yields the product FC1=CC=C(C=N1)C(C(CC1=CC(=CC=C1)OC(C(F)F)(F)F)NC(=O)C=1C=CC=C2C1C=CCCC2)O (N-((1RS,2SR)-2-(6-fluoropyridin-3-yl)-2-hydroxy-1-((3-(1,1,2,2-tetrafluoroethoxy)phenyl)methyl)ethyl)-6,7-dihydro-5H-benzo[a]cycloheptene-1-carboxamide). The yield is 82.2%. RXN SMILES: [NH2:1][CH:2]([CH2:12][C:13]1[CH:18]=[CH:17][CH:16]=[C:15]([O:19][C:20]([F:25])([F:24])[CH:21]([F:23])[F:22])[CH:14]=1)[CH:3]([C:5]1[CH:6]=[N:7][C:8]([F:11])=[CH:9][CH:10]=1)[OH:4].[C:26]1([C:37](O)=[O:38])[CH:27]=[CH:28][CH:29]=[C:30]2[CH2:36][CH2:35][CH2:34][CH:33]=[CH:32][C:31]=12.Cl.C(N=C=NCCCN(C)C)C.ON1C2C=CC=CC=2N=N1>C(#N)C.O>[F:11][C:8]1[N:7]=[CH:6][C:5]([CH:3]([OH:4])[CH:2]([NH:1][C:37]([C:26]2[CH:27]=[CH:28][CH:29]=[C:30]3[CH2:36][CH2:35][CH2:34][CH:33]=[CH:32][C:31]=23)=[O:38])[CH2:12][C:13]2[CH:18]=[CH:17][CH:16]=[C:15]([O:19][C:20]([F:24])([F:25])[CH:21]([F:22])[F:23])[CH:14]=2)=[CH:10][CH:9]=1 |f:2.3|. Reported procedure: To a solution of (1RS,2SR)-2-amino-1-(6-fluoropyridin-3-yl)-3-(3-(1,1,2,2-tetrafluoroethoxy)phenyl)-1-propanol (193 mg, 0.53 mmol) in acetonitrile (20 ml) were added 6,7-dihydro-5H-benzo[a]cycloheptene-1-carboxylic acid (100 mg, 0.53 mmol), 1-ethyl-3-(3-dimethylaminopropyl)carbodiimide hydrochloride (153 mg, 0.80 mmol) and 1-hydroxy-1H-benzotriazole (81 mg, 0.53 mmol), and the mixture was stirred overnight at room temperature. The reaction solution was diluted with water (100 ml) and extracted w... Starting materials: BrC=1C=CC(=NC1)C1(CC1)C(=O)N (1-(5-Bromo-pyridin-2-yl)-cyclopropanecarboxylic acid amide), C(=O)([O-])[O-].[Na+].[Na+] (Na2CO3), OC(C[C@]1(NC(N(CC1)[C@@H](C)C1=CC=C(C=C1)B1OC(C(O1)(C)C)(C)C)=O)C1=CC=CC=C1)(C)C ((S)-4-(2-hydroxy-2-methylpropyl)-4-phenyl-1-{(S)-1-[4-(4,4,5,5-tetramethyl-1,3,2-dioxaborolan-2-yl)phenyl]ethyl}tetrahydro-pyrimidin-2(1H)-one), O (H2O). The reagents and catalysts are C=1C=CC(=CC1)[P](C=2C=CC=CC2)(C=3C=CC=CC3)[Pd]([P](C=4C=CC=CC4)(C=5C=CC=CC5)C=6C=CC=CC6)([P](C=7C=CC=CC7)(C=8C=CC=CC8)C=9C=CC=CC9)[P](C=1C=CC=CC1)(C=1C=CC=CC1)C=1C=CC=CC1 (Pd(PPh3)4). Solvent: C(C)O (ethanol), C1(=CC=CC=C1)C (toluene). Reaction conditions: temperature 100 celsius, time 2 hour. The product is OC(C[C@]1(NC(N(CC1)[C@@H](C)C1=CC=C(C=C1)C=1C=CC(=NC1)C1(CC1)C(=O)N)=O)C1=CC=CC=C1)(C)C (1-[5-(4-{(S)-1-[(S)-4-(2-Hydroxy-2-methyl-propyl)-2-oxo-4-phenyl-tetrahydro-pyrimidin-1-yl]-ethyl}-phenyl)-pyridin-2-yl]-cyclopropanecarboxylic acid amide). As a reaction SMILES: Br[C:2]1[CH:3]=[CH:4][C:5]([C:8]2([C:11]([NH2:13])=[O:12])[CH2:10][CH2:9]2)=[N:6][CH:7]=1.C([O-])([O-])=O.[Na+].[Na+].[OH:20][C:21]([CH3:54])([CH3:53])[CH2:22][C@:23]1([C:47]2[CH:52]=[CH:51][CH:50]=[CH:49][CH:48]=2)[CH2:28][CH2:27][N:26]([C@H:29]([C:31]2[CH:36]=[CH:35][C:34](B3OC(C)(C)C(C)(C)O3)=[CH:33][CH:32]=2)[CH3:30])[C:25](=[O:46])[NH:24]1.O>C(O)C.C1(C)C=CC=CC=1.C1C=CC([P]([Pd]([P](C2C=CC=CC=2)(C2C=CC=CC=2)C2C=CC=CC=2)([P](C2C=CC=CC=2)(C2C=CC=CC=2)C2C=CC=CC=2)[P](C2C=CC=CC=2)(C2C=CC=CC=2)C2C=CC=CC=2)(C2C=CC=CC=2)C2C=CC=CC=2)=CC=1>[OH:20][C:21]([CH3:53])([CH3:54])[CH2:22][C@:23]1([C:47]2[CH:52]=[CH:51][CH:50]=[CH:49][CH:48]=2)[CH2:28][CH2:27][N:26]([C@H:29]([C:31]2[CH:32]=[CH:33][C:34]([C:2]3[CH:3]=[CH:4][C:5]([C:8]4([C:11]([NH2:13])=[O:12])[CH2:10][CH2:9]4)=[N:6][CH:7]=3)=[CH:35][CH:36]=2)[CH3:30])[C:25](=[O:46])[NH:24]1 |f:1.2.3,^1:69,71,90,109|. Procedure details: 1-(5-Bromo-pyridin-2-yl)-cyclopropanecarboxylic acid amide (120 mg), Na2CO3 (443 mg), and Pd(PPh3)4 (12 mg) were added to a solution of (S)-4-(2-hydroxy-2-methylpropyl)-4-phenyl-1-{(S)-1-[4-(4,4,5,5-tetramethyl-1,3,2-dioxaborolan-2-yl)phenyl]ethyl}tetrahydro-pyrimidin-2(1H)-one (200 mg; for preparation see WO 2009061498) in ethanol (6 mL), toluene (8 mL), and H2O (4 mL) at room temperature. The resulting mixture was stirred at 100° C. for 2 h under N2 atmosphere. After cooling to room temperatur... The reactants are O (water), ClC1=NC(=C(C(=N1)NC(CC)CC)[N+](=O)[O-])C(C)C (2-chloro-4-(3-pentylamino)-5-nitro-6-isopropyl-pyrimidine), CS.[Na] (sodium methylmercaptan). Yield: 95.3%. Run at temperature 20 celsius, time 1 hour. Reported procedure: A solution of 14.4 g (50 m-moles) of 2-chloro-4-(3-pentylamino)-5-nitro-6-isopropyl-pyrimidine in 50 ml of ether is added dropwise to a suspension of 3.5 g (50 m-moles) of sodium methylmercaptan in 50 ml of dimethyl sulphoxide. The reaction mixture is stirred for 1 hour at 20° C, then poured into 0.5 liter of water and extracted with ether. The ethereal extracts are dried over MgSO4, dried and evaporated to yield 14 g of 2-methylthio-4-(3-pentylamino)-5-nitro-6-isopropyl-pyrimidine as an oil (nD... Product: CSC1=NC(=C(C(=N1)NC(CC)CC)[N+](=O)[O-])C(C)C (2-methylthio-4-(3-pentylamino)-5-nitro-6-isopropyl-pyrimidine). RXN SMILES: Cl[C:2]1[N:7]=[C:6]([NH:8][CH:9]([CH2:12][CH3:13])[CH2:10][CH3:11])[C:5]([N+:14]([O-:16])=[O:15])=[C:4]([CH:17]([CH3:19])[CH3:18])[N:3]=1.[CH3:20][SH:21].[Na].O>CCOCC.CS(C)=O>[CH3:20][S:21][C:2]1[N:7]=[C:6]([NH:8][CH:9]([CH2:12][CH3:13])[CH2:10][CH3:11])[C:5]([N+:14]([O-:16])=[O:15])=[C:4]([CH:17]([CH3:19])[CH3:18])[N:3]=1 |f:1.2,^1:21|. Solvent: CCOCC (ether), CS(=O)C (dimethyl sulphoxide). Starting materials: C1=CC=CC=2C(C3=C(C=CC21)C=CC=C3)=O (5H-dibenzo[a,d]cyclohepten-5-one), [Cl-].[NH4+] (ammonium chloride), BrC=1C(=NC(=NC1)OC(C)(C)C)OC(C)(C)C (5-Bromo-2,4-bis(1,1-dimethylethoxy)pyrimidine), C(CCC)[Li] (n-butyllithium), solution. The solvent is O1CCCC1 (tetrahydrofuran), O1CCCC1 (tetrahydrofuran), CCCCCC (hexane). Conditions: temperature -78 celsius, time 3 hour. Product: CC(C)(OC1=NC=C(C(=N1)OC(C)(C)C)C1(C2=C(C=CC3=C1C=CC=C3)C=CC=C2)O)C (5-{2,4-bis(1,1-dimethylethoxy)pyrimidin-5-yl)-5H-dibenzo[a,d]cyclohepten-5-ol). RXN SMILES: Br[C:2]1[C:3]([O:13][C:14]([CH3:17])([CH3:16])[CH3:15])=[N:4][C:5]([O:8][C:9]([CH3:12])([CH3:11])[CH3:10])=[N:6][CH:7]=1.C([Li])CCC.[CH:23]1[C:33]2[CH:32]=[CH:31][C:30]3[CH:34]=[CH:35][CH:36]=[CH:37][C:29]=3[C:28](=[O:38])[C:27]=2[CH:26]=[CH:25][CH:24]=1.[Cl-].[NH4+]>O1CCCC1.CCCCCC>[CH3:10][C:9]([CH3:12])([O:8][C:5]1[N:4]=[C:3]([O:13][C:14]([CH3:17])([CH3:16])[CH3:15])[C:2]([C:28]2([OH:38])[C:29]3[CH:37]=[CH:36][CH:35]=[CH:34][C:30]=3[CH:31]=[CH:32][C:33]3[CH:23]=[CH:24][CH:25]=[CH:26][C:27]2=3)=[CH:7][N:6]=1)[CH3:11] |f:3.4|. Procedure: To a solution of the product of step (i) (50 g) in dry tetrahydrofuran (11) at -78° C. was added n-butyllithium (69 ml of a 2.5M solution in hexane) dropwise such that the internal temperature of the reaction did not rise above -65° C. After 0.5 hours a solution of 5H-dibenzo[a,d]cyclohepten-5-one (44 g) in tetrahydrofuran (100 ml) was added. The reaction mixture was stirred at -78° C. for three hours and then allowed to warm to room temperature overnight. Saturated aqueous ammonium chloride sol... RXN SMILES: C(Cl)(=O)C(Cl)=O.[OH:7][C@@:8]([CH3:16])([C:12]([F:15])([F:14])[F:13])[C:9](O)=[O:10].[Br:17][C:18]1[CH:23]=[CH:22][C:21]([S:24]([C:27]2[CH:33]=[CH:32][C:30]([NH2:31])=[C:29]([Cl:34])[CH:28]=2)(=[O:26])=[O:25])=[CH:20][CH:19]=1.O>ClCCl.CN(C=O)C>[Br:17][C:18]1[CH:19]=[CH:20][C:21]([S:24]([C:27]2[CH:33]=[CH:32][C:30]([NH:31][C:9](=[O:10])[C@:8]([OH:7])([CH3:16])[C:12]([F:15])([F:14])[F:13])=[C:29]([Cl:34])[CH:28]=2)(=[O:26])=[O:25])=[CH:22][CH:23]=1. Reagents/catalysts: CN(C)C=O (DMF). Procedure: Oxalyl chloride (0.029 ml) was added to a stirred suspension of (R)-(+)-2-hydroxy-2-methyl-3,3,3-trifluoropropanoic acid (Method 9) (0.047 g) in dichloromethane (3 ml) containing DMF (1 drop). The mixture was stirred at ambient temperature for 30 minutes and was then added to a solution of 4-(4-bromophenylsulphonyl)-2-chloroaniline (Method 12) (0.104 g) in dichloromethane (3 ml) and stirred a further 1 hour. Water (10 ml) was added and the mixture was extracted with dichloromethane (3×20 ml). Th... Run at time 30 minute. Product: BrC1=CC=C(C=C1)S(=O)(=O)C1=CC(=C(C=C1)NC([C@@](C(F)(F)F)(C)O)=O)Cl ((R)-N-[4-(4-Bromophenylsulphonyl)-2-chlorophenyl]-2-hydroxy-2-methyl-3,3,3-trifluoropropanamide). The solvent is ClCCl (dichloromethane), ClCCl (dichloromethane). Reactants: BrC1=CC=C(C=C1)S(=O)(=O)C1=CC(=C(N)C=C1)Cl (4-(4-bromophenylsulphonyl)-2-chloroaniline), O (Water), C(C(=O)Cl)(=O)Cl (Oxalyl chloride), O[C@](C(=O)O)(C(F)(F)F)C ((R)-(+)-2-hydroxy-2-methyl-3,3,3-trifluoropropanoic acid). The yield is 33.9%.